This data is from the Open Reaction Database (ORD), a public repository of structured organic reaction records. The task is: describe an organic reaction: reactants, conditions, products, and yield Starting materials: FC=1C=C2C(=CNC2=C(C1)F)C=1CCN(CC1)C (5,7-difluoro-3-(1-methyl-1,2,3,6-tetrahydro-4-pyridinyl)-1H-indole), C1=C(C=CC2=CC=CC=C12)S(=O)(=O)Cl (2-naphthalenesulfonyl chloride), C[Si](C)(C)[N-][Si](C)(C)C.[Na+] (NaN(TMS)2). The solvent is C1CCOC1 (THF). Yields the product FC=1C=C2C(=CN(C2=C(C1)F)S(=O)(=O)C1=CC2=CC=CC=C2C=C1)C=1CCN(CC1)C (5,7-Difluoro-3-(1-methyl-1,2,3,6-tetrahydro-4-pyridinyl)-1-(2-naphthylsulfonyl)indole). As a reaction SMILES: [F:1][C:2]1[CH:3]=[C:4]2[C:8](=[C:9]([F:11])[CH:10]=1)[NH:7][CH:6]=[C:5]2[C:12]1[CH2:13][CH2:14][N:15]([CH3:18])[CH2:16][CH:17]=1.[CH:19]1[C:28]2[C:23](=[CH:24][CH:25]=[CH:26][CH:27]=2)[CH:22]=[CH:21][C:20]=1[S:29](Cl)(=[O:31])=[O:30].C[Si]([N-][Si](C)(C)C)(C)C.[Na+]>C1COCC1>[F:1][C:2]1[CH:3]=[C:4]2[C:8](=[C:9]([F:11])[CH:10]=1)[N:7]([S:29]([C:20]1[CH:21]=[CH:22][C:23]3[C:28](=[CH:27][CH:26]=[CH:25][CH:24]=3)[CH:19]=1)(=[O:31])=[O:30])[CH:6]=[C:5]2[C:12]1[CH2:13][CH2:14][N:15]([CH3:18])[CH2:16][CH:17]=1 |f:2.3|. Reported procedure: (5.1 mg, 29%); from 5,7-difluoro-3-(1-methyl-1,2,3,6-tetrahydro-4-pyridinyl)-1H-indole (Example 4g, 10 mg, 0.04 mmol) and 2-naphthalenesulfonyl chloride (13.6 mg, 0.06 mmol) with 1M NaN(TMS)2 (60 μL, 0.06 mmol) in THF (0.5 mL) at RT.